Dataset: the Open Reaction Database (ORD), a public repository of structured organic reaction records. Task: describe an organic reaction: reactants, conditions, products, and yield The reactants are O=C1CC(CC(C1)(C)C)(C)P(OCC)(OCC)=O (diethyl 3-oxo-1,5,5-trimethylcyclohexylphosphonate), [C-]#N.[K+] (potassium cyanide), C([O-])([O-])=O.[NH4+].[NH4+] (ammonium carbonate), C(C)O (ethanol). The solvent is O (water). Run at temperature 55 celsius, time 30 minute. Product: CC1(CC2(C(NC(N2)=O)=O)CC(C1)(C)C)P(OCC)(OCC)=O (Diethyl 7,9,9-Trimethyl-1,3-diazaspiro[4.5]decane-2,4-dione-7-ylphosphonate). As a reaction SMILES: O=[C:2]1[CH2:7][C:6]([CH3:9])([CH3:8])[CH2:5][C:4]([P:11](=[O:18])([O:15][CH2:16][CH3:17])[O:12][CH2:13][CH3:14])([CH3:10])[CH2:3]1.[C-]#N.[K+].[C:22](=[O:25])([O-])[O-].[NH4+:26].[NH4+:27].[CH2:28]([OH:30])C>O>[CH3:10][C:4]1([P:11](=[O:18])([O:15][CH2:16][CH3:17])[O:12][CH2:13][CH3:14])[CH2:5][C:6]([CH3:9])([CH3:8])[CH2:7][C:2]2([NH:27][C:28](=[O:30])[NH:26][C:22]2=[O:25])[CH2:3]1 |f:1.2,3.4.5|. Procedure details: A suspension of 829 grams (3 moles) of diethyl 3-oxo-1,5,5-trimethylcyclohexylphosphonate (A. N. Pudovik and I. V. Konovalova, Zh, Obshch. Khim., 27, 1617 (1957), 293 grams (4.5 moles) of potassium cyanide, and 864 grams (9 moles) of powdered ammonium carbonate in 1200 ml of ethanol and 900 ml of water, was heated to 55° C. with stirring over a period of 30 minutes. The mixture was heated at 55° C. for an additional 5.5 hours, cooled to room temperature and filtered through a Buchner funnel. The... Reactants: NC1=C2C=CC=NC2=CC=C1C (5-amino-6-methylquinoline), CC=1C(=C2C=CC=NC2=CC1)[N+](=O)[O-] (6-methyl-5-nitroquinoline), NC1=NC=C(C(=N1)N)CO (2,4-diamino-5-hydroxymethylpyrimidine), Cl (hydrochloric acid). The solvent is C(C)(=O)O (acetic acid). Yields the product Cl.Cl.NC1=NC=C(C(=N1)N)CC=1C=C(C(=C2C=CC=NC12)N)C (2,4-Diamino-5-(5-amino-6-methyl-8-quinolylmethyl)pyrimidine dihydrochloride). Isolated yield 40.0%. Reaction SMILES: [NH2:1][C:2]1[C:11]([CH3:12])=[CH:10][CH:9]=[C:8]2[C:3]=1[CH:4]=[CH:5][CH:6]=[N:7]2.CC1C([N+]([O-])=O)=C2C(=CC=1)N=CC=C2.[NH2:27][C:28]1[N:33]=[C:32]([NH2:34])[C:31]([CH2:35]O)=[CH:30][N:29]=1.[ClH:37]>C(O)(=O)C>[ClH:37].[ClH:37].[NH2:27][C:28]1[N:33]=[C:32]([NH2:34])[C:31]([CH2:35][C:9]2[CH:10]=[C:11]([CH3:12])[C:2]([NH2:1])=[C:3]3[C:8]=2[N:7]=[CH:6][CH:5]=[CH:4]3)=[CH:30][N:29]=1 |f:5.6.7|. Procedure: A mixture of 5-amino-6-methylquinoline (2.16 g, 13.7 mmol), prepared by reduction of 6-methyl-5-nitroquinoline (R. Long and K. Schofield, J. Chem. Soc. 1953, 2350), 2,4-diamino-5-hydroxymethylpyrimidine (1.91 g, 13.6 mmol), concentrated hydrochloric acid (1.9 mL), and glacial acetic acid was refluxed for 2 hr. The cooled reaction mixture was filtered and the precipitate washed with ether and dried (4.17 g). Recrystallization from aqueous ethanol with hydrochloric acid gave title compound as red-... Reactants: S1C=NC(=C1)CO (thiazol-4-ylmethanol), CC(C)[Si](C(C)C)(C(C)C)Cl (TIPSCl), N1C=NC=C1 (imidazole). Solvent: C(Cl)Cl (DCM). Run at time 8 hour. The product is C(C)(C)[Si](OCC=1N=CSC1)(C(C)C)C(C)C (4-((triisopropylsilyloxy)methyl)thiazole). Yield: 84.8%. Reaction SMILES: [S:1]1[CH:5]=[C:4]([CH2:6][OH:7])[N:3]=[CH:2]1.[CH3:8][CH:9]([Si:11](Cl)([CH:15]([CH3:17])[CH3:16])[CH:12]([CH3:14])[CH3:13])[CH3:10].N1C=CN=C1>C(Cl)Cl>[CH:9]([Si:11]([CH:15]([CH3:17])[CH3:16])([CH:12]([CH3:14])[CH3:13])[O:7][CH2:6][C:4]1[N:3]=[CH:2][S:1][CH:5]=1)([CH3:10])[CH3:8]. Procedure: To a DCM solution of thiazol-4-ylmethanol (Combi-Blocks)(1 g, 8.69 mmol) stirred at 0° C., were added TIPSCl (2.2 mL, 10.43 mmol) and imidazole (1.48 g, 21.72 mmol). The resulting mixture was then warmed to room temperature and stirred for overnight. The reaction was quenched with saturated aqueous NH4Cl solution, extracted with ethyl acetate three times. The combined organic layers were washed with brine, dried with anhydrous Na2SO4, concentrated to a residue which was purified by flash column ... The reactants are CC1=CC=CC=2C=COC21 (7-methyl-benzofuran), 159, 131, O1C(=CC2=C1C=CC=C2)C=O (benzofuran-2-aldehyde), 160. The product is CC1=CC=CC=2C=C(OC21)C=O (7-Methyl-benzofuran-2-aldehyde). RXN SMILES: [CH3:1][C:2]1[C:10]2[O:9][CH:8]=[CH:7][C:6]=2[CH:5]=[CH:4][CH:3]=1.[O:11]1C2C=CC=CC=2C=[C:12]1C=O>>[CH3:1][C:2]1[C:10]2[O:9][C:8]([CH:12]=[O:11])=[CH:7][C:6]=2[CH:5]=[CH:4][CH:3]=1. Procedure: c. 7-Methyl-benzofuran-2-aldehyde was prepared by formylating 7-methyl-benzofuran according to the same method as used for the preparation of benzofuran-2-aldehyde. The product thus obtained has the following ion peaks in its mass spectrum: 160 (100%), 159 (62%) and 131 (33%). Reported procedure: A mixture of 0.02 mole of 3-acetylpyridine and 0.022 mole of tris(dimethylamino)methane in benzene was refluxed for 5 hours, giving 3-dimethylamino-1-(3-pyridinyl)-2-propen-1-one. Yields the product CN(C=CC(=O)C=1C=NC=CC1)C (3-dimethylamino-1-(3-pyridinyl)-2-propen-1-one). Reactants: C(C)(=O)C=1C=NC=CC1 (3-acetylpyridine), CN(C)C(N(C)C)N(C)C (tris(dimethylamino)methane). The solvent is C1=CC=CC=C1 (benzene). Reaction SMILES: [C:1]([C:4]1[CH:5]=[N:6][CH:7]=[CH:8][CH:9]=1)(=[O:3])[CH3:2].[CH3:10][N:11]([CH:13](N(C)C)N(C)C)[CH3:12]>C1C=CC=CC=1>[CH3:10][N:11]([CH3:13])[CH:12]=[CH:2][C:1]([C:4]1[CH:5]=[N:6][CH:7]=[CH:8][CH:9]=1)=[O:3].